Dataset: the Open Reaction Database (ORD), a public repository of structured organic reaction records. Task: describe an organic reaction: reactants, conditions, products, and yield Procedure: To a DMF (5 ml) suspension of 60% sodium hydride (0.10 g, 2.5 mmol) was dropwise added a DMF (7 ml) solution of (1-methyl-2-piperidyl)methyl 1H-indole-3-carboxylate (0.50 g, 1.7 mmol) at room temperature over a period of 10 min. The mixture was stirred for 45 min., onto which was then poured 1-iodopentane (0.38 g, 1.9 mmol) followed by stirring for additional 4 hours. A reaction solution was poured onto ice water followed by extraction with ethyl acetate (50 ml). The extract was washed successiv... Conditions: time 45 minute. Isolated yield 56.7%. Starting materials: N1C=C(C2=CC=CC=C12)C(=O)OCC1N(CCCC1)C ((1-methyl-2-piperidyl)methyl 1H-indole-3-carboxylate), ICCCCC (1-iodopentane), [H-].[Na+] (sodium hydride). Reaction SMILES: [H-].[Na+].[NH:3]1[C:11]2[C:6](=[CH:7][CH:8]=[CH:9][CH:10]=2)[C:5]([C:12]([O:14][CH2:15][CH:16]2[CH2:21][CH2:20][CH2:19][CH2:18][N:17]2[CH3:22])=[O:13])=[CH:4]1.I[CH2:24][CH2:25][CH2:26][CH2:27][CH3:28]>CN(C=O)C>[CH2:24]([N:3]1[C:11]2[C:6](=[CH:7][CH:8]=[CH:9][CH:10]=2)[C:5]([C:12]([O:14][CH2:15][CH:16]2[CH2:21][CH2:20][CH2:19][CH2:18][N:17]2[CH3:22])=[O:13])=[CH:4]1)[CH2:25][CH2:26][CH2:27][CH3:28] |f:0.1|. Yields the product C(CCCC)N1C=C(C2=CC=CC=C12)C(=O)OCC1N(CCCC1)C ((1-Methyl-2-piperidyl)methyl 1-pentylindole-3-carboxylate). Run in CN(C)C=O (DMF), CN(C)C=O (DMF). The reactants are C(=C)[Sn](CCCC)(CCCC)CCCC (vinyltri-n-butyltin), ClC1=C(C(=CC(=C1)C(F)(F)F)Cl)N1N=C(C(=C1C)I)C (1-(2,6-dichloro-4-trifluoromethylphenyl)-3,5-dimethyl4-iodopyrazole), yinyltri-n-butyltin. Reagents/catalysts: C=1C=CC(=CC1)[P](C=2C=CC=CC2)(C=3C=CC=CC3)[Pd]([P](C=4C=CC=CC4)(C=5C=CC=CC5)C=6C=CC=CC6)([P](C=7C=CC=CC7)(C=8C=CC=CC8)C=9C=CC=CC9)[P](C=1C=CC=CC1)(C=1C=CC=CC1)C=1C=CC=CC1 (Tetrakis(triphenylphosphine)palladium(0)), C=1C=CC(=CC1)[P](C=2C=CC=CC2)(C=3C=CC=CC3)[Pd]([P](C=4C=CC=CC4)(C=5C=CC=CC5)C=6C=CC=CC6)([P](C=7C=CC=CC7)(C=8C=CC=CC8)C=9C=CC=CC9)[P](C=1C=CC=CC1)(C=1C=CC=CC1)C=1C=CC=CC1 (tetrakis(triphenylphosphine)palladium(0)). Run in CN(C=O)C (dimethylformamide). Reaction conditions: temperature 75 celsius, time 2 hour. Product: ClC1=C(C(=CC(=C1)C(F)(F)F)Cl)N1N=C(C(=C1C)C=C)C (1-(2,6-Dichloro-4-trifluoromethylphenyl)-3,5-dimethyl-4-ethenylpyrazole). RXN SMILES: [Cl:1][C:2]1[CH:7]=[C:6]([C:8]([F:11])([F:10])[F:9])[CH:5]=[C:4]([Cl:12])[C:3]=1[N:13]1[C:17]([CH3:18])=[C:16](I)[C:15]([CH3:20])=[N:14]1.[CH:21]([Sn](CCCC)(CCCC)CCCC)=[CH2:22]>CN(C)C=O.C1C=CC([P]([Pd]([P](C2C=CC=CC=2)(C2C=CC=CC=2)C2C=CC=CC=2)([P](C2C=CC=CC=2)(C2C=CC=CC=2)C2C=CC=CC=2)[P](C2C=CC=CC=2)(C2C=CC=CC=2)C2C=CC=CC=2)(C2C=CC=CC=2)C2C=CC=CC=2)=CC=1>[Cl:1][C:2]1[CH:7]=[C:6]([C:8]([F:11])([F:10])[F:9])[CH:5]=[C:4]([Cl:12])[C:3]=1[N:13]1[C:17]([CH3:18])=[C:16]([CH:21]=[CH2:22])[C:15]([CH3:20])=[N:14]1 |^1:44,46,65,84|. Procedure: A solution of 1-(2,6-dichloro-4-trifluoromethylphenyl)-3,5-dimethyl4-iodopyrazole (1 g) in dimethylformamide (10 ml) containing yinyltri-n-butyltin (2 ml) and tetrakis(triphenylphosphine)palladium(0) (0.1 g) was stirred at 75° C. for 2 hours then left overnight at room temperature. The mixture was again heated at 75° C. for 2 hours then vinyltri-n-butyltin (2 ml) was added and the mixture heated at 75° C. for 2 hours. Tetrakis(triphenylphosphine)palladium(0) (0.1 g) was added and heating continu... The reactants are O=Cc1ccc(Br)cn1, CO, Cl, NO, [Na+], [Na+], O=C([O-])[O-], O. Yields the product ON=Cc1ccc(Br)cn1. As a reaction SMILES: [Br:1][c:2]1[cH:3][cH:4][c:5]([CH:8]=[O:9])[n:6][cH:7]1.[CH3:10][OH:11].[ClH:12].[NH2:13][OH:14].[Na+:15].[Na+:16].[O-:17][C:18](=[O:19])[O-:20].[OH2:21]>>[Br:1][c:2]1[cH:3][cH:4][c:5]([CH:8]=[N:13][OH:14])[n:6][cH:7]1. The reactants are C(C)OC(=O)C=1NC2=CC=CC(=C2C1)N1CCN(CC1)C (1-(2-(ethoxycarbonyl)-1H-indol-4-yl)-4-methylpiperazine), O.[OH-].[Li+] (lithium hydroxide hydrate), O1CCCC1 (tetrahydrofuran). The solvent is O (water). The product is CN1CCN(CC1)C1=C2C=C(NC2=CC=C1)C(=O)O (4-(4-Methylpiperazin-1yl)indole-2-carboxylic acid). Isolated yield 48.6%. As a reaction SMILES: C([O:3][C:4]([C:6]1[NH:7][C:8]2[C:13]([CH:14]=1)=[C:12]([N:15]1[CH2:20][CH2:19][N:18]([CH3:21])[CH2:17][CH2:16]1)[CH:11]=[CH:10][CH:9]=2)=[O:5])C.O.[OH-].[Li+].O1CCCC1>O>[CH3:21][N:18]1[CH2:19][CH2:20][N:15]([C:12]2[CH:11]=[CH:10][CH:9]=[C:8]3[C:13]=2[CH:14]=[C:6]([C:4]([OH:5])=[O:3])[NH:7]3)[CH2:16][CH2:17]1 |f:1.2.3|. Reported procedure: A solution of 1-(2-(ethoxycarbonyl)-1H-indol-4-yl)-4-methylpiperazine (0.91 g, 3.17 mmol), lithium hydroxide hydrate (0.136 g, 3.17 mmol, 1.0 equivalent), tetrahydrofuran (20 mL), and water (4 mL) was heated at reflux under nitrogen for 16 hours. The resulting reaction mixture was evaporated under reduced pressure, and the residue was chromatographed using silica gel (approximately 30 g) and elution with methylene chloride/methanol/ammonium hydroxide [3:2:0.2] to afford the title compound (0.40 ... Starting materials: N(=[N+]=[N-])CC1=NN(C(=C1CC1=CC=NC=C1)SC1=CC(=CC(=C1)Cl)Cl)C(C)C (4-[3-Azidomethyl-5-(3,5-dichloro-phenylsulfanyl)-1-isopropyl-1H-pyrazol-4-ylmethyl]-pyridine). The reagents and catalysts are [Pd] (palladium on charcoal). Run in C(C)(=O)OCC (ethyl acetate). Reaction conditions: time 2 hour. Product: ClC=1C=C(C=C(C1)Cl)SC1=C(C(=NN1C(C)C)CN)CC1=CC=NC=C1 (5-(3,5-dichlorophenylthio)-1-isopropyl-4-[(4-pyridyl)methyl]-1H-pyrazole-3-methylamine). The yield is 54.1%. RXN SMILES: [N:1]([CH2:4][C:5]1[C:9]([CH2:10][C:11]2[CH:16]=[CH:15][N:14]=[CH:13][CH:12]=2)=[C:8]([S:17][C:18]2[CH:23]=[C:22]([Cl:24])[CH:21]=[C:20]([Cl:25])[CH:19]=2)[N:7]([CH:26]([CH3:28])[CH3:27])[N:6]=1)=[N+]=[N-]>C(OCC)(=O)C.[Pd]>[Cl:25][C:20]1[CH:19]=[C:18]([S:17][C:8]2[N:7]([CH:26]([CH3:28])[CH3:27])[N:6]=[C:5]([CH2:4][NH2:1])[C:9]=2[CH2:10][C:11]2[CH:12]=[CH:13][N:14]=[CH:15][CH:16]=2)[CH:23]=[C:22]([Cl:24])[CH:21]=1. Procedure: A solution containing 120 mg of 4-[3-Azidomethyl-5-(3,5-dichloro-phenylsulfanyl)-1-isopropyl-1H-pyrazol-4-ylmethyl]-pyridine in 5 ml of ethyl acetate was treated with 20 mg of 10% palladium on charcoal and then hydrogenated at atmospheric pressure for 2.0 h. The mixture was filtered and then the solvent was removed under reduced pressure. The residue was purified by flash chromatography on silica gel using methanol/dichloromethane (1:9) for the elution to give 61 mg of 5-(3,5-dichlorophenylthio)... Starting materials: CC(C)(C)OC(=O)CBr, CS, [Na]. The product is CSCC(=O)OC(C)(C)C. As a reaction SMILES: [Br:1][CH2:2][C:3](=[O:4])[O:5][C:6]([CH3:7])([CH3:8])[CH3:9].[CH3:10][SH:11].[Na:12]>>[CH2:2]([C:3](=[O:4])[O:5][C:6]([CH3:7])([CH3:8])[CH3:9])[S:11][CH3:10].